This data is from the Open Reaction Database (ORD), a public repository of structured organic reaction records. The task is: describe an organic reaction: reactants, conditions, products, and yield Procedure: Into 10 ml of N,N-dimethylformamide was dissolved 0.3 g of 2-chloro-4-fluoro-5-[3-methyl-2,6-dioxo-4-(trifluoromethyl)-1,2,3,6-tetrahydropyrimidine-1-yl]phenol; 0.159 g of anhydrous potassium carbonate was added; 0.305 g of ethyl 2-[2-(bromomethyl)phenoxy]propionate was added at room temperature under stirring and the mixture was stirred overnight at room temperature. The reaction solution was poured into a mixture of ice and a saturated aqueous ammonium chloride solution and the mixture was ext... The reactants are ClC1=C(C=C(C(=C1)F)N1C(N(C(=CC1=O)C(F)(F)F)C)=O)O (2-chloro-4-fluoro-5-[3-methyl-2,6-dioxo-4-(trifluoromethyl)-1,2,3,6-tetrahydropyrimidine-1-yl]phenol), C([O-])([O-])=O.[K+].[K+] (potassium carbonate), BrCC1=C(OC(C(=O)OCC)C)C=CC=C1 (ethyl 2-[2-(bromomethyl)phenoxy]propionate). Yields the product ClC1=C(OCC2=C(OC(C(=O)OCC)C)C=CC=C2)C=C(C(=C1)F)N1C(N(C(=CC1=O)C(F)(F)F)C)=O (ethyl 2-[2-({2-chloro-4-fluoro-5-[3-methyl-2,6-dioxo-4-(trifluoromethyl)-1,2,3,6-tetrahydropyrimidine-1-yl]phenoxy}methyl)phenoxy]propionate). Run in CN(C=O)C (N,N-dimethylformamide). As a reaction SMILES: [Cl:1][C:2]1[CH:7]=[C:6]([F:8])[C:5]([N:9]2[C:14](=[O:15])[CH:13]=[C:12]([C:16]([F:19])([F:18])[F:17])[N:11]([CH3:20])[C:10]2=[O:21])=[CH:4][C:3]=1[OH:22].C(=O)([O-])[O-].[K+].[K+].Br[CH2:30][C:31]1[CH:44]=[CH:43][CH:42]=[CH:41][C:32]=1[O:33][CH:34]([CH3:40])[C:35]([O:37][CH2:38][CH3:39])=[O:36]>CN(C)C=O>[Cl:1][C:2]1[CH:7]=[C:6]([F:8])[C:5]([N:9]2[C:14](=[O:15])[CH:13]=[C:12]([C:16]([F:18])([F:19])[F:17])[N:11]([CH3:20])[C:10]2=[O:21])=[CH:4][C:3]=1[O:22][CH2:30][C:31]1[CH:44]=[CH:43][CH:42]=[CH:41][C:32]=1[O:33][CH:34]([CH3:40])[C:35]([O:37][CH2:38][CH3:39])=[O:36] |f:1.2.3|. The yield is 72.5%. Product: O=C1CC(C(=O)c2ccc(Cl)c([N+](=O)[O-])c2)CO1. As a reaction SMILES: [Cl:1][c:2]1[cH:3][cH:4][c:5]([C:6](=[O:7])[CH:8]2[CH2:9][C:10](=[O:13])[O:11][CH2:12]2)[cH:14][cH:15]1.[OH2:20].[OH:16][N+:17]([O-:18])=[O:19]>>[Cl:1][c:2]1[cH:3][cH:4][c:5]([C:6](=[O:7])[CH:8]2[CH2:9][C:10](=[O:13])[O:11][CH2:12]2)[cH:14][c:15]1[N+:17](=[O:16])[O-:18]. The reactants are O=C1CC(C(=O)c2ccc(Cl)cc2)CO1, O, O=[N+]([O-])O. The reactants are [N+](=O)([O-])C=1C=C(C=O)C=CC1 (m-Nitrobenzaldehyde), COC(=O)C=1C=C(C2=C(S(CC3=C(O2)C(=CC(=C3)N3CCN(CC3)C3CC3)Cl)(=O)=O)C1)C (4-Chloro-2-(4-cyclopropyl-piperazin-1-yl)-6-methyl-10,10-dioxo-10,11-dihydro-5-oxa-10lambda*6*-thia-dibenzo[a,d]cycloheptene-8-carboxylic acid methyl ester), O (water), C(#N)[BH3-].[Na+] (Sodium cyanoborohydride). The reagents and catalysts are CC([O-])C.[Ti+4].CC([O-])C.CC([O-])C.CC([O-])C (titanium isopropoxide). Run in CO (methanol). Product: COC(=O)C=1C=C(C2=C(S(CC3=C(O2)C(=CC(=C3)N3CCN(CC3)CC3=CC(=CC=C3)[N+](=O)[O-])Cl)(=O)=O)C1)C (4-Chloro-6-methyl-2-[4-(3-nitro-benzyl)-piperazin-1-yl]-10,10-dioxo-10,11-dihydro-5-oxa-10lambda*6*-thia-dibenzo[a,d]cycloheptene-8-carboxylic acid methyl ester). Reaction SMILES: [N+:1]([C:4]1[CH:5]=[C:6]([CH:9]=[CH:10][CH:11]=1)[CH:7]=O)([O-:3])=[O:2].[CH3:12][O:13][C:14]([C:16]1[CH:17]=[C:18]([CH3:43])[C:19]2[O:25][C:24]3[C:26]([Cl:39])=[CH:27][C:28]([N:30]4[CH2:35][CH2:34][N:33](C5CC5)[CH2:32][CH2:31]4)=[CH:29][C:23]=3[CH2:22][S:21](=[O:41])(=[O:40])[C:20]=2[CH:42]=1)=[O:15].C([BH3-])#N.[Na+].O>CO.CC(C)[O-].[Ti+4].CC(C)[O-].CC(C)[O-].CC(C)[O-]>[CH3:12][O:13][C:14]([C:16]1[CH:17]=[C:18]([CH3:43])[C:19]2[O:25][C:24]3[C:26]([Cl:39])=[CH:27][C:28]([N:30]4[CH2:31][CH2:32][N:33]([CH2:7][C:6]5[CH:9]=[CH:10][CH:11]=[C:4]([N+:1]([O-:3])=[O:2])[CH:5]=5)[CH2:34][CH2:35]4)=[CH:29][C:23]=3[CH2:22][S:21](=[O:40])(=[O:41])[C:20]=2[CH:42]=1)=[O:15] |f:2.3,6.7.8.9.10|. Reported procedure: m-Nitrobenzaldehyde (0.456 g, 3.02 mmol) and titanium isopropoxide (1.23 mL, 4.12 mmol) were added to a solution of Example 125k (1.2 g, 2.75 mmol) in methanol (75 mL) and refluxed for 1.5 h. Sodium cyanoborohydride (0.188 g, 2.75 mmol) was then added to the reaction mixture at 30° C. and refluxed for 3 h. It was cooled, treated with water and filtered. The filtrate was extracted with chloroform. The organic layer was washed with water, brine, dried, concentrated and purified using flash chromat... Reactants: ClC1=CC=C(C=C1)CC(=O)Cl ((4-chlorophenyl)-acetyl chloride), ice water, C(C)OC(=O)C=1NC=CC1C (3-Methyl-1H-pyrrole-2-carboxylic acid ethyl ester), [Al+3].[Cl-].[Cl-].[Cl-] (AlCl3). Solvent: ClCCl (dichloromethane), ClCCCl (1,2-dichloroethane). Reaction conditions: time 30 minute. Product: C(C)OC(=O)C=1NC=C(C1C)C(CC1=CC=C(C=C1)Cl)=O (4-[2-(4-Chloro-phenyl)-acetyl]-3-methyl-1H-pyrrole-2-carboxylic acid ethyl ester). As a reaction SMILES: [Cl:1][C:2]1[CH:7]=[CH:6][C:5]([CH2:8][C:9](Cl)=[O:10])=[CH:4][CH:3]=1.[CH2:12]([O:14][C:15]([C:17]1[NH:18][CH:19]=[CH:20][C:21]=1[CH3:22])=[O:16])[CH3:13].[Al+3].[Cl-].[Cl-].[Cl-]>ClCCl.ClCCCl>[CH2:12]([O:14][C:15]([C:17]1[NH:18][CH:19]=[C:20]([C:9](=[O:10])[CH2:8][C:5]2[CH:6]=[CH:7][C:2]([Cl:1])=[CH:3][CH:4]=2)[C:21]=1[CH3:22])=[O:16])[CH3:13] |f:2.3.4.5|. Reported procedure: A solution of (4-chlorophenyl)-acetyl chloride (3 mmol) in dichloromethane or 1,2-dichloroethane (4 ml) was added to a solution cooled at −40° C. of 84 (0.229 g, 1.5 mmol) and AlCl3 was added (0.400 g, 3 mmol). The reaction mixture was stirred for 30 minutes at the same temperature. The reaction mixture was poured into ice-water and extracted with ethyl acetate. The organic layer was washed with NaOH (2 M) and brine, dried over Na2SO4, and evaporated to dryness under vacuum to give crude product... The reactants are C1CCOC1, C=C(OCC)c1cc(C(=O)OC)c(NC(C)=O)cc1C(F)(F)F, CCOC(C)=O, Cl. Yields the product COC(=O)c1cc(C(C)=O)c(C(F)(F)F)cc1NC(C)=O. As a reaction SMILES: [CH2:31]1[O:32][CH2:33][CH2:34][CH2:35]1.[CH3:1][O:2][C:3]([c:4]1[c:5]([NH:19][C:20]([CH3:21])=[O:22])[cH:6][c:7]([C:15]([F:16])([F:17])[F:18])[c:8]([C:10](=[CH2:11])[O:12][CH2:13][CH3:14])[cH:9]1)=[O:23].[CH3:25][CH2:26][O:27][C:28]([CH3:29])=[O:30].[ClH:24]>>[CH3:1][O:2][C:3]([c:4]1[c:5]([NH:19][C:20]([CH3:21])=[O:22])[cH:6][c:7]([C:15]([F:16])([F:17])[F:18])[c:8]([C:10]([CH3:11])=[O:12])[cH:9]1)=[O:23]. The solvent is CO.C(Cl)Cl (methanol methylene chloride). Run at time 16 hour. Procedure details: A solution of Example 12A (0.98 g, 1.4 mmol) in methanol/methylene chloride (40 mL/10 mL) was degassed with nitrogen, treated with of 25% sodium methoxide in methanol (30 drops), stirred for 16 hours, filtered, and concentrated to a volume of 5 mL of methanol. The solid which had precipitated was collected by filtration, washed with methanol and dried under vacuum for 16 hours to provide the title compound (0.36 g). Product: BrC=1C=C(C=CC1F)C1C2=C(NC3=C1S(CC3)(=O)=O)COCC2=O ((+)-9-(3-bromo-4-fluorophenyl)-2,3,5,9-tetrahydro-4H-pyrano[3,4-b]thieno[2,3-e]pyridin-8(7H)-one 1,1-dioxide). RXN SMILES: [Br:1][C:2]1[CH:3]=[C:4]([CH:9]2[C:14]3[S:15](=[O:19])(=[O:18])[CH2:16][CH2:17][C:13]=3[N:12](C(O[C@@H]3C[C@H](C)CC[C@H]3C(C)(C3C=CC=CC=3)C)=O)[C:11]3[CH2:39][O:40][CH2:41][C:42](=[O:43])[C:10]2=3)[CH:5]=[CH:6][C:7]=1[F:8].C[O-].[Na+]>CO.C(Cl)Cl.CO>[Br:1][C:2]1[CH:3]=[C:4]([CH:9]2[C:14]3[S:15](=[O:18])(=[O:19])[CH2:16][CH2:17][C:13]=3[NH:12][C:11]3[CH2:39][O:40][CH2:41][C:42](=[O:43])[C:10]2=3)[CH:5]=[CH:6][C:7]=1[F:8] |f:1.2,3.4|. Yield: 62.1%. The reagents and catalysts are CO (methanol). Reactants: BrC=1C=C(C=CC1F)C1C2=C(N(C3=C1S(CC3)(=O)=O)C(=O)O[C@H]3[C@@H](CC[C@H](C3)C)C(C)(C3=CC=CC=C3)C)COCC2=O ((1R,2S,5R)-5-methyl-2-(1-methyl-1-phenylethyl)cyclohexyl 9-(3-bromo-4-fluorophenyl)-8-oxo-2,3,5,7,8,9-hexahydro-4H-pyrano[3,4-b]thieno[2,3-e]pyridine-4-carboxylate 1,1-dioxide), C[O-].[Na+] (sodium methoxide). The reactants are BrC=1C=C(NC=2C3=C(N=CN2)C=NC(=C3)F)C=CC1 (4-(3-bromoanilino)-6-fluoropyrido[3,4-d]pyrimidine), CN (methylamine). Solvent: C(C)O (ethanol). Yields the product BrC=1C=C(NC=2C3=C(N=CN2)C=NC(=C3)NC)C=CC1 (4-(3-bromoanilino)-6-methylaminopyrido[3,4-d]pyrimidine). The yield is 340.0%. Reaction SMILES: [Br:1][C:2]1[CH:3]=[C:4]([CH:17]=[CH:18][CH:19]=1)[NH:5][C:6]1[C:7]2[CH:15]=[C:14](F)[N:13]=[CH:12][C:8]=2[N:9]=[CH:10][N:11]=1.[CH3:20][NH2:21]>C(O)C>[Br:1][C:2]1[CH:3]=[C:4]([CH:17]=[CH:18][CH:19]=1)[NH:5][C:6]1[C:7]2[CH:15]=[C:14]([NH:21][CH3:20])[N:13]=[CH:12][C:8]=2[N:9]=[CH:10][N:11]=1. Reported procedure: Treatment of 4-(3-bromoanilino)-6-fluoropyrido[3,4-d]pyrimidine (0.20 g, 0.63 mmol) (see a previous experimental) at 100° C. in a pressure vessel with methylamine in ethanol followed by chromatography on alumina (CH2Cl2/MeOH, 99:1) gives 4-(3-bromoanilino)-6-methylaminopyrido[3,4-d]pyrimidine (0.07 g, 340%). 1H NMR (DMSO) δ 9.69 (1H, s), 8.75 (1H, s), 8.41 (1H, s), 8.21 (1H, brs), 7.93 (1H, brd, J=7.6 Hz), 7.41-7.28 (2H, m), 7.06 (1H, s), 6.82 (1H, q, J=5.0 Hz), 4.95 (3H, d, J=5.0 Hz).